From a dataset of the Open Reaction Database (ORD), a public repository of structured organic reaction records. describe an organic reaction: reactants, conditions, products, and yield The reactants are C1(CC1)CN1N=CC(=C1)C=1C=C(CCOCCC(=O)O)C=CC1 (3-(3-(1-(cyclopropylmethyl)-1H-pyrazol-4-yl)phenethoxy)propanoic acid), COC(CNC1CCCC1)OC (N-(2,2-dimethoxyethyl)cyclopentanamine), H-MeOH. The product is C1(CCCC1)N(C(CCOCCC1=CC(=CC=C1)C=1C=NN(C1)CC1CC1)=O)CC(OC)OC (N-Cyclopentyl-3-(3-(1-(cyclopropylmethyl)-1H-pyrazol-4-yl)phenethoxy)-N-(2,2-dimethoxyethyl)propanamide). Reaction SMILES: [CH:1]1([CH2:4][N:5]2[CH:9]=[C:8]([C:10]3[CH:11]=[C:12]([CH:21]=[CH:22][CH:23]=3)[CH2:13][CH2:14][O:15][CH2:16][CH2:17][C:18]([OH:20])=O)[CH:7]=[N:6]2)[CH2:3][CH2:2]1.[CH3:24][O:25][CH:26]([O:34][CH3:35])[CH2:27][NH:28][CH:29]1[CH2:33][CH2:32][CH2:31][CH2:30]1>>[CH:29]1([N:28]([CH2:27][CH:26]([O:34][CH3:35])[O:25][CH3:24])[C:18](=[O:20])[CH2:17][CH2:16][O:15][CH2:14][CH2:13][C:12]2[CH:21]=[CH:22][CH:23]=[C:10]([C:8]3[CH:7]=[N:6][N:5]([CH2:4][CH:1]4[CH2:2][CH2:3]4)[CH:9]=3)[CH:11]=2)[CH2:30][CH2:31][CH2:32][CH2:33]1. Procedure details: The subtitled compound (246 mg) was prepared from 3-(3-(1-(cyclopropylmethyl)-1H-pyrazol-4-yl)phenethoxy)propanoic acid [Example 19, Step iii)] and N-(2,2-dimethoxyethyl)cyclopentanamine, prepared as in Preparation 9 using a similar method to that described in Example 18, Step iii). MS [M+H-MeOH]+=438 (MultiMode+) 1H NMR (400 MHz, CD3OD) δ 8.01 (s, 1H), 7.79 (s, 1H), 7.40 (s, 1H), 7.36 (d, J=7.7 Hz, 1H), 7.23 (t, J=7.8 Hz, 1H), 6.96 (d, J=7.7 Hz, 1H), 4.56 and 4.37 (2×t, J=5.4 Hz, 1H), 4.26-4.15... Starting materials: S (Hydrogen sulfide), S (hydrogen sulfide), N1CCCCC1 (Piperidine), solution, [OH-].C(C1=CC=CC=C1)[N+](C)(C)C (benzyltrimethylammoniumhydroxide), C(=O)N(CC=C)CC=C (N-formyl-diallylamine). Run in CO (methanol), CO (methanol). Run at time 48 hour. Yields the product C(=O)N1CC(SC(C1)C)C (N-Formyl-2,6-dimethyl-thiomorpholine). Reaction SMILES: N1CCCCC1.[OH-].C([N+](C)(C)C)C1C=CC=CC=1.[CH:19]([N:21]([CH2:25][CH:26]=[CH2:27])[CH2:22][CH:23]=[CH2:24])=[O:20].[SH2:28]>CO>[CH:19]([N:21]1[CH2:25][CH:26]([CH3:27])[S:28][CH:23]([CH3:24])[CH2:22]1)=[O:20] |f:1.2|. Reported procedure: Piperidine (10 ml) and 10 ml of a 40% solution of benzyltrimethylammoniumhydroxide in methanol were added to a solution of N-formyl-diallylamine (55 g) in methanol (200 ml). Hydrogen sulfide (50 g) was introduced into the resulting solution, and unreacted hydrogen sulfide was kept at reflux for 7 hours by means of "cold finger". The mixture was left at room temperature for 48 hours, flushed with nitrogen, diluted with ether, and washed with water. The organic phase was dried, and the solvent eva... Reactants: CC1CC2C3CCC(=O)C3(CO[SiH](C)C)CCC2C2(CC(C)(C)C)CCC(=O)C=C12, C[SiH](C)OCC12CCC3C(CCC4=CC(=O)CCC43CC(C)(C)C)C1CCC2=O. Yields the product CC1=C2CC(=O)CCC2(CC(C)(C)C)C2CCC3(CO[SiH](C)C)C(=O)CCC3C2C1. RXN SMILES: [C:1]([CH3:2])([CH3:3])([CH3:4])[CH2:5][C:6]12[CH2:7][CH2:8][C:9](=[O:30])[CH:10]=[C:11]1[CH:12]([CH3:29])[CH2:13][CH:14]1[CH:15]3[CH2:16][CH2:17][C:18](=[O:28])[C:19]3([CH2:20][O:21][SiH:22]([CH3:23])[CH3:24])[CH2:25][CH2:26][CH:27]21.[C:31]([CH2:32][C:33]12[CH:34]3[CH:35]([CH:36]4[C:37]([CH2:40][O:41][SiH:42]([CH3:43])[CH3:44])([CH2:38][CH2:39]3)[C:45](=[O:46])[CH2:47][CH2:48]4)[CH2:49][CH2:50][C:51]1=[CH:52][C:53](=[O:54])[CH2:55][CH2:56]2)([CH3:57])([CH3:58])[CH3:59]>>[C:1]([CH3:2])([CH3:3])([CH3:4])[CH2:5][C:6]12[CH2:7][CH2:8][C:9](=[O:30])[CH2:10][C:11]1=[C:12]([CH3:29])[CH2:13][CH:14]1[CH:15]3[CH2:16][CH2:17][C:18](=[O:28])[C:19]3([CH2:20][O:21][SiH:22]([CH3:23])[CH3:24])[CH2:25][CH2:26][CH:27]21. Reaction SMILES: [F:1][C:2]1[CH:13]=[CH:12][C:5]([CH2:6][N:7]2[CH:11]=[CH:10][CH:9]=[CH:8]2)=[CH:4][CH:3]=1.CN(C)[CH:16]=[C:17]([N:23]=[CH:24]N(C)C)[C:18]([O:20][CH2:21][CH3:22])=[O:19].FC(F)(F)C(O)=O>C(O)(=O)C>[F:1][C:2]1[CH:13]=[CH:12][C:5]([CH2:6][N:7]2[C:11]3[CH:16]=[C:17]([C:18]([O:20][CH2:21][CH3:22])=[O:19])[N:23]=[CH:24][C:10]=3[CH:9]=[CH:8]2)=[CH:4][CH:3]=1. Solvent: C(C)(=O)O (acetic acid). Starting materials: FC1=CC=C(CN2C=CC=C2)C=C1 (1-(4-fluorobenzyl)-1H-pyrrole), CN(C=C(C(=O)OCC)N=CN(C)C)C (ethyl 3-dimethylamino-2-(dimethylamino-methyleneamino)-acrylate), FC(C(=O)O)(F)F (trifluoroacetic acid). Yields the product FC1=CC=C(CN2C=CC=3C=NC(=CC32)C(=O)OCC)C=C1 (Ethyl 1-(4-fluorobenzyl)-1H-pyrrolo[3,2-c]pyridine-6-carboxylate). Procedure: A solution of 1-(4-fluorobenzyl)-1H-pyrrole (11.1 g, 63.4 mmol), ethyl 3-dimethylamino-2-(dimethylamino-methyleneamino)-acrylate (14.84 g, 69.7 mmol) [prepared according to W. Kantlehner, F. Wagner, H. Bredereck, Liebigs Ann. Chem. 1980, 344-357] and trifluoroacetic acid (19.4 mL, 253.6 mmol) in acetic acid (80 mL) was stirred for 16 h at ambient temperature. Then the solution was heated to reflux for 4 hr. After cooling down, it was concentrated. The residue was poured into satd. potassium carb... The yield is 19.0%. Reactants: C(C)(C)(C)NS(=O)(=O)C=1SC(=CC1)C1=CC(=CC=C1)C1=NC(=CC(=N1)C)C1=CC(=C(C=C1)C(F)(F)F)C (N-tert-butyl-5-{3-[4-methyl-6-(3-methyl-4-trifluoromethyl-phenyl)-pyrimidin-2-yl]-phenyl}-thiophene-2-sulfonic acid amide), C(=O)(C(F)(F)F)O (TFA). Run in ClCCl (dichloromethane). Conditions: time 15 hour. The product is CC1=NC(=NC(=C1)C1=CC(=C(C=C1)C(F)(F)F)C)C=1C=C(C=CC1)C1=CC=C(S1)S(=O)(=O)N (5-{3-[4-Methyl-6-(3-methyl-4-trifluoromethyl-phenyl)-pyrimidin-2-yl]-phenyl}-thiophene-2-sulfonic acid amide). The yield is 47.6%. As a reaction SMILES: C([NH:5][S:6]([C:9]1[S:10][C:11]([C:14]2[CH:19]=[CH:18][CH:17]=[C:16]([C:20]3[N:25]=[C:24]([CH3:26])[CH:23]=[C:22]([C:27]4[CH:32]=[CH:31][C:30]([C:33]([F:36])([F:35])[F:34])=[C:29]([CH3:37])[CH:28]=4)[N:21]=3)[CH:15]=2)=[CH:12][CH:13]=1)(=[O:8])=[O:7])(C)(C)C.C(O)(C(F)(F)F)=O>ClCCl>[CH3:26][C:24]1[CH:23]=[C:22]([C:27]2[CH:32]=[CH:31][C:30]([C:33]([F:36])([F:35])[F:34])=[C:29]([CH3:37])[CH:28]=2)[N:21]=[C:20]([C:16]2[CH:15]=[C:14]([C:11]3[S:10][C:9]([S:6]([NH2:5])(=[O:7])=[O:8])=[CH:13][CH:12]=3)[CH:19]=[CH:18][CH:17]=2)[N:25]=1. Procedure: To a cooled and stirred solution of N-tert-butyl-5-{3-[4-methyl-6-(3-methyl-4-trifluoromethyl-phenyl)-pyrimidin-2-yl]-phenyl}-thiophene-2-sulfonic acid amide (0.15 g) in dichloromethane (3 ml) was added TFA (3 ml) and the reaction mixture was allowed to stir at room temperature for 15 h. The mixture was evaporated to dryness, poured into 2N Na2CO3 solution (25 ml) and extracted with ethyl acetate (3×50 ml). The combined organic layers were washed with brine (50 ml), dried (MgSO4) and evaporated.... Reactants: CI, CC1(C(=O)N2CCC(C(=O)N3CC(CNc4ncc(C(F)(F)F)cn4)C(c4ccc(Cl)c(Cl)c4)C3)CC2)CC1, [H-], [Na+], CN(C)C=O. Product: CN(CC1CN(C(=O)C2CCN(C(=O)C3(C)CC3)CC2)CC1c1ccc(Cl)c(Cl)c1)c1ncc(C(F)(F)F)cn1. As a reaction SMILES: [CH3:42][I:43].[Cl:1][c:2]1[cH:3][c:4]([CH:9]2[CH2:10][N:11]([C:26](=[O:27])[CH:28]3[CH2:29][CH2:30][N:31]([C:34](=[O:35])[C:36]4([CH3:39])[CH2:37][CH2:38]4)[CH2:32][CH2:33]3)[CH2:12][CH:13]2[CH2:14][NH:15][c:16]2[n:17][cH:18][c:19]([C:22]([F:23])([F:24])[F:25])[cH:20][n:21]2)[cH:5][cH:6][c:7]1[Cl:8].[H-:41].[Na+:40].[O:44]=[CH:45][N:46]([CH3:47])[CH3:48]>>[Cl:1][c:2]1[cH:3][c:4]([CH:9]2[CH2:10][N:11]([C:26](=[O:27])[CH:28]3[CH2:29][CH2:30][N:31]([C:34](=[O:35])[C:36]4([CH3:39])[CH2:37][CH2:38]4)[CH2:32][CH2:33]3)[CH2:12][CH:13]2[CH2:14][N:15]([c:16]2[n:17][cH:18][c:19]([C:22]([F:23])([F:24])[F:25])[cH:20][n:21]2)[CH3:42])[cH:5][cH:6][c:7]1[Cl:8]. Run at temperature 28 celsius, time 3 hour. The product is C(C)(=O)OC=C (vinyl acetate), CC1(OC(=CC(O1)=O)CC(CCl)O)C ((-)-2,2-dimethyl-6-(3-chloro-2-hydroxypropyl)-1,3-dioxin-4-one). The solvent is CC(=O)C (acetone). Reactants: CC1(OC(=CC(O1)=O)CC(CCl)O)C ((±)-2,2-dimethyl-6-(3-chloro-2-hydroxypropyl)-1,3-dioxin-4-one), P(O)(O)(O)=O (phosphoric acid). As a reaction SMILES: [CH3:1][C:2]1([CH3:14])[O:7][C:6](=[O:8])[CH:5]=[C:4]([CH2:9][CH:10]([OH:13])[CH2:11][Cl:12])[O:3]1.P(=O)(O)(O)O>CC(C)=O>[C:2]([O:3][CH:4]=[CH2:5])(=[O:7])[CH3:1].[CH3:1][C:2]1([CH3:14])[O:7][C:6](=[O:8])[CH:5]=[C:4]([CH2:9][CH:10]([OH:13])[CH2:11][Cl:12])[O:3]1. Procedure: A mixture of 0.9 g (3.43 mmol) of (±)-2,2-dimethyl-6-(3-chloro-2-hydroxypropyl)-1,3-dioxin-4-one, 0.9 g of Lipase PS, 150 ml of a 0.1M phosphoric acid buffer solution (pH 7.2) and 450 ml of acetone was stirred at 28° C. for 3 hours. After the product was extracted with ethyl acetate, the solvent was distilled off, and the residue was subjected to silica gel chromatography (an eluent of hexane:vinyl acetate=3:1), thereby obtaining 27 mg (yield 3%) of (-)-2,2-dimethyl-6-(3-chloro-2-hydroxypropyl)-... Isolated yield 7.1%. Reactants: C1(=CC=CC=C1)O (phenol), liquid, N (ammonia), C1(=CC=CC=C1)O (phenol), [OH-].[Na+] (sodium hydroxide), [OH-].[Na+] (sodium hydroxide), ClC1=C(C=CC(=C1Cl)Cl)[N+](=O)[O-] (2,3,4-trichloronitrobenzene). Solvent: C(C)(=O)O (acetic acid), CS(=O)C (dimethyl sulfoxide). Reaction conditions: temperature 50 celsius, time 24 hour. Product: ClC1=C(N)C(=CC=C1OC1=CC=CC=C1)[N+](=O)[O-] (2-Chloro-3-phenoxy-6-nitroaniline). Reaction SMILES: Cl[C:2]1[C:7]([Cl:8])=[C:6](Cl)[CH:5]=[CH:4][C:3]=1[N+:10]([O-:12])=[O:11].[NH3:13].[C:14]1([OH:20])[CH:19]=[CH:18][CH:17]=[CH:16][CH:15]=1.[OH-].[Na+]>CS(C)=O.C(O)(=O)C>[Cl:8][C:7]1[C:6]([O:20][C:14]2[CH:19]=[CH:18][CH:17]=[CH:16][CH:15]=2)=[CH:5][CH:4]=[C:3]([N+:10]([O-:12])=[O:11])[C:2]=1[NH2:13] |f:3.4|. Reported procedure: A solution of 911 gm (4 mole) of 2,3,4-trichloronitrobenzene was dissolved in 4 liters of dimethyl sulfoxide and mixed in a 10-liter autoclave with 400 ml of liquid ammonia. The autoclave was closed and kept at 50° C. for 24 hours, a pressure of 5.3 bars being set. After cooling of the mixture and ventilation of the pressure vessel, the mixture was removed and stirred in a 15 liter vessel with 400 gm of 40% (% by weight) sodium hydroxide solution. In so doing, ammonia escaped and was drawn off. ... Reactants: C1(CCCCCC1)=NO (cycloheptanone oxime), COC1=CC=C(C=C1)C1CCN(CC1)CCCC(=O)OCC (ethyl 4-(4-(4-methoxyphenyl)piperidin-1-yl)-n-butyrate). The product is COC1=CC=C(C=C1)C1CCN(CC1)CCCC1=C2C(=NO1)CCCCC2 (3-(3-(4-(4-methoxyphenyl)piperidin-1-yl)propyl)-5,6,7,8-tetrahydro-4H-cyclohepta[c]isoxazole). As a reaction SMILES: [C:1]1(=[N:8][OH:9])[CH2:7][CH2:6][CH2:5][CH2:4][CH2:3][CH2:2]1.[CH3:10][O:11][C:12]1[CH:17]=[CH:16][C:15]([CH:18]2[CH2:23][CH2:22][N:21]([CH2:24][CH2:25][CH2:26][C:27](OCC)=O)[CH2:20][CH2:19]2)=[CH:14][CH:13]=1>>[CH3:10][O:11][C:12]1[CH:13]=[CH:14][C:15]([CH:18]2[CH2:23][CH2:22][N:21]([CH2:24][CH2:25][CH2:26][C:27]3[O:9][N:8]=[C:1]4[CH2:7][CH2:6][CH2:5][CH2:4][CH2:3][C:2]=34)[CH2:20][CH2:19]2)=[CH:16][CH:17]=1. Reported procedure: By the same reaction and treatment as in Example 48 using cycloheptanone oxime and ethyl 4-(4-(4-methoxyphenyl)piperidin-1-yl)-n-butyrate, 3-(3-(4-(4-methoxyphenyl)piperidin-1-yl)propyl)-5,6,7,8-tetrahydro-4H-cyclohepta[c]isoxazole is obtained. Starting materials: CS(C)=O, Cc1ccc(S(=O)(=O)OCC(C)C2CC=C3C4=C(CCC32C)C2(C)CCC(O)C(C)(C)C2CC4)cc1, N#C[K], O. Yields the product CC(CC#N)C1CC=C2C3=C(CCC21C)C1(C)CCC(O)C(C)(C)C1CC3. As a reaction SMILES: [CH3:41][S:42]([CH3:43])=[O:44].[CH3:4][C:5]1([CH3:39])[CH:6]2[CH2:7][CH2:8][C:9]3=[C:31]([CH2:30][CH2:29][C:28]4([CH3:38])[C:10]3=[CH:11][CH2:12][CH:13]4[CH:14]([CH2:15][O:16][S:17]([c:18]3[cH:19][cH:20][c:21]([CH3:22])[cH:23][cH:24]3)(=[O:25])=[O:26])[CH3:27])[C:32]2([CH3:37])[CH2:33][CH2:34][CH:35]1[OH:36].[K:1][C:2]#[N:3].[OH2:40]>>[C:2](#[N:3])[CH2:15][CH:14]([CH:13]1[CH2:12][CH:11]=[C:10]2[C:9]3=[C:31]([CH2:30][CH2:29][C:28]21[CH3:38])[C:32]1([CH3:37])[CH:6]([C:5]([CH3:4])([CH3:39])[CH:35]([OH:36])[CH2:34][CH2:33]1)[CH2:7][CH2:8]3)[CH3:27].